From a dataset of the Open Reaction Database (ORD), a public repository of structured organic reaction records. describe an organic reaction: reactants, conditions, products, and yield Starting materials: O=C1Cc2c(cccc2-c2cccc(Br)c2)N1, C1CCNCC1, CCO, Cc1[nH]c(C=O)c(C)c1C(=O)NCCn1ccnn1. The product is Cc1[nH]c(C=C2C(=O)Nc3cccc(-c4cccc(Br)c4)c32)c(C)c1C(=O)NCCn1ccnn1. Reaction SMILES: [Br:1][c:2]1[cH:3][c:4](-[c:8]2[c:9]3[c:13]([cH:14][cH:15][cH:16]2)[NH:12][C:11](=[O:17])[CH2:10]3)[cH:5][cH:6][cH:7]1.[CH2:37]1[CH2:38][CH2:39][NH:40][CH2:41][CH2:42]1.[CH3:43][CH2:44][OH:45].[n:18]1([CH2:23][CH2:24][NH:25][C:26](=[O:27])[c:28]2[c:29]([CH3:36])[nH:30][c:31]([CH:34]=[O:35])[c:32]2[CH3:33])[n:19][n:20][cH:21][cH:22]1>>[Br:1][c:2]1[cH:3][c:4](-[c:8]2[c:9]3[c:13]([cH:14][cH:15][cH:16]2)[NH:12][C:11](=[O:17])[C:10]3=[CH:34][c:31]2[nH:30][c:29]([CH3:36])[c:28]([C:26]([NH:25][CH2:24][CH2:23][n:18]3[n:19][n:20][cH:21][cH:22]3)=[O:27])[c:32]2[CH3:33])[cH:5][cH:6][cH:7]1. The reactants are CC(Br)Br, C[SiH](C)C, [Cl-], Clc1cc(Cl)ncn1, FC(F)(F)c1ccccc1CBr, C1CCOC1, O, [Zn]. The product is FC(F)(F)c1ccccc1Cc1cc(Cl)ncn1. As a reaction SMILES: [Br:1][CH:2]([Br:3])[CH3:4].[CH3:6][SiH:7]([CH3:8])[CH3:9].[Cl-:5].[Cl:22][c:23]1[n:24][cH:25][n:26][c:27]([Cl:29])[cH:28]1.[F:10][C:11]([c:12]1[c:13]([CH2:14][Br:15])[cH:16][cH:17][cH:18][cH:19]1)([F:20])[F:21].[O:30]1[CH2:31][CH2:32][CH2:33][CH2:34]1.[OH2:36].[Zn:35]>>[F:10][C:11]([c:12]1[c:13]([CH2:14][c:27]2[n:26][cH:25][n:24][c:23]([Cl:22])[cH:28]2)[cH:16][cH:17][cH:18][cH:19]1)([F:20])[F:21]. Reactants: Cc1ncc2n1-c1ccc(Cl)cc1C(c1ccccc1F)NC2, C1CCOC1, O, Cc1ccc(S(=O)(=O)Cl)cc1, c1ccncc1. Product: Cc1ccc(S(=O)(=O)N2Cc3cnc(C)n3-c3ccc(Cl)cc3C2c2ccccc2F)cc1. Reaction SMILES: [Cl:1][c:2]1[cH:3][cH:4][c:5]2[c:6]([cH:23]1)[CH:7]([c:16]1[c:17]([F:22])[cH:18][cH:19][cH:20][cH:21]1)[NH:8][CH2:9][c:10]1[n:11]-2[c:12]([CH3:15])[n:13][cH:14]1.[O:41]1[CH2:42][CH2:43][CH2:44][CH2:45]1.[OH2:46].[c:30]1([CH3:40])[cH:31][cH:32][c:33]([S:36](=[O:37])(=[O:38])[Cl:39])[cH:34][cH:35]1.[cH:24]1[cH:25][cH:26][n:27][cH:28][cH:29]1>>[Cl:1][c:2]1[cH:3][cH:4][c:5]2[c:6]([cH:23]1)[CH:7]([c:16]1[c:17]([F:22])[cH:18][cH:19][cH:20][cH:21]1)[N:8]([S:36]([c:33]1[cH:32][cH:31][c:30]([CH3:40])[cH:35][cH:34]1)(=[O:37])=[O:38])[CH2:9][c:10]1[n:11]-2[c:12]([CH3:15])[n:13][cH:14]1. Yields the product CC1=NN(C(=C1)NC1=C(C(=O)O)C=CC=C1)C1=NC=CC=C1 (2-[[3-Methyl-1-(2-pyridinyl)-1H-pyrazol-5-yl]amino]benzoic acid). Procedure: A solution of 3-methyl-1-(2-pyridinyl)-1H-pyrazol-5-ylamine (5.23 g, 30 mmol), o-iodobenzoic acid (8.93 g, 36 mmol), copper acetate (II) (0.654 g, 3.6 mmol), and potassium carbonate (4.98 g, 36 mmol) in N,N-dimethylformamide (30 mL) was heated under reflux for 1 hour under an argon atmosphere. After the solution was cooled to room temperature, the mixture was added to water. The solution was made weakly acidic by the addition of acetic acid, and the resulting crude crystals were collected by fil... The reactants are CC1=NN(C(=C1)N)C1=NC=CC=C1 (3-methyl-1-(2-pyridinyl)-1H-pyrazol-5-ylamine), IC1=C(C(=O)O)C=CC=C1 (o-iodobenzoic acid), C([O-])([O-])=O.[K+].[K+] (potassium carbonate), O (water). Yield: 97.9%. Solvent: CN(C=O)C (N,N-dimethylformamide), C(C)(=O)O (acetic acid). The reagents and catalysts are C(C)(=O)[O-].[Cu+2].C(C)(=O)[O-] (copper acetate). Reaction SMILES: [CH3:1][C:2]1[CH:6]=[C:5]([NH2:7])[N:4]([C:8]2[CH:13]=[CH:12][CH:11]=[CH:10][N:9]=2)[N:3]=1.I[C:15]1[CH:23]=[CH:22][CH:21]=[CH:20][C:16]=1[C:17]([OH:19])=[O:18].C(=O)([O-])[O-].[K+].[K+].O>CN(C)C=O.C([O-])(=O)C.[Cu+2].C([O-])(=O)C.C(O)(=O)C>[CH3:1][C:2]1[CH:6]=[C:5]([NH:7][C:15]2[CH:23]=[CH:22][CH:21]=[CH:20][C:16]=2[C:17]([OH:19])=[O:18])[N:4]([C:8]2[CH:13]=[CH:12][CH:11]=[CH:10][N:9]=2)[N:3]=1 |f:2.3.4,7.8.9|. Reactants: FC(S(=O)(=O)OC1=CC=C2C=CN(C(C2=C1)=O)C1=C(C=CC(=C1)C(=O)NC1CC1)C)(F)F (2-{5-[(Cyclopropylamino)carbonyl]-2-methylphenyl}-1-oxo-1,2-dihydroisoquinolin-7-yl trifluoromethanesulfonate), C=1C=CC(=CC1)P(C=2C=CC=CC2)C3=CC=C4C=CC=CC4=C3C5=C6C=CC=CC6=CC=C5P(C=7C=CC=CC7)C=8C=CC=CC8 (BINAP), C([O-])([O-])=O.[Cs+].[Cs+] (cesium carbonate), CN1CCNCC1 (N-methylpiperazine). The reagents and catalysts are C(C)(=O)[O-].[Pd+2].C(C)(=O)[O-] (palladium acetate). Run in C1(=CC=CC=C1)C (Toluene), C(C)(=O)OCC (ethyl acetate). Run at temperature 95 celsius, time 16 hour. Product: C1(CC1)NC(C1=CC(=C(C=C1)C)N1C(C2=CC(=CC=C2C=C1)N1CCN(CC1)C)=O)=O (N-cyclopropyl-4-methyl-3-[7-(4-methylpiperazin-1-yl)-1-oxoisoquinolin-2(1H)-yl]benzamide). RXN SMILES: FC(F)(F)S(O[C:7]1[CH:16]=[C:15]2[C:10]([CH:11]=[CH:12][N:13]([C:18]3[CH:23]=[C:22]([C:24]([NH:26][CH:27]4[CH2:29][CH2:28]4)=[O:25])[CH:21]=[CH:20][C:19]=3[CH3:30])[C:14]2=[O:17])=[CH:9][CH:8]=1)(=O)=O.C1C=CC(P(C2C(C3C(P(C4C=CC=CC=4)C4C=CC=CC=4)=CC=C4C=3C=CC=C4)=C3C(C=CC=C3)=CC=2)C2C=CC=CC=2)=CC=1.C(=O)([O-])[O-].[Cs+].[Cs+].[CH3:85][N:86]1[CH2:91][CH2:90][NH:89][CH2:88][CH2:87]1>C(OCC)(=O)C.C([O-])(=O)C.[Pd+2].C([O-])(=O)C.C1(C)C=CC=CC=1>[CH:27]1([NH:26][C:24](=[O:25])[C:22]2[CH:21]=[CH:20][C:19]([CH3:30])=[C:18]([N:13]3[CH:12]=[CH:11][C:10]4[C:15](=[CH:16][C:7]([N:89]5[CH2:90][CH2:91][N:86]([CH3:85])[CH2:87][CH2:88]5)=[CH:8][CH:9]=4)[C:14]3=[O:17])[CH:23]=2)[CH2:29][CH2:28]1 |f:2.3.4,7.8.9|. Reported procedure: 2-{5-[(Cyclopropylamino)carbonyl]-2-methylphenyl}-1-oxo-1,2-dihydroisoquinolin-7-yl trifluoromethanesulfonate (58 mg), palladium acetate (3 mg), BINAP (16 mg) and cesium carbonate (101 mg) were placed in a reaction tube under an atmosphere of argon. Toluene (0.5 ml) was added followed by N-methylpiperazine (0.041 ml) and the reaction mixture was stirred in a sealed tube at 95° C. for 16 hours. The reaction mixture was diluted with ethyl acetate and washed with water (2×), brine, dried (magnesium... Starting materials: N#N (N2), NN (Hydrazine), O (water), CNC1=NC=CC=C1[N+](=O)[O-] (N-methyl-3-nitropyridin-2-amine). The reagents and catalysts are [Pd] (Palladium). The solvent is C(C)O (ethanol). Reaction conditions: time 2 hour. Product: CNC1=NC=CC=C1N (N2-methylpyridine-2,3-diamine). As a reaction SMILES: N#N.O.[CH3:4][NH:5][C:6]1[C:11]([N+:12]([O-])=O)=[CH:10][CH:9]=[CH:8][N:7]=1.NN>C(O)C.[Pd]>[CH3:4][NH:5][C:6]1[C:11]([NH2:12])=[CH:10][CH:9]=[CH:8][N:7]=1. Reported procedure: Palladium (0.924 g, 0.868 mmol) was added to a three necked 1 L round bottom flask equipped with a condenser and flow of N2, and it was wet by adding a few mL of water. Then, N-methyl-3-nitropyridin-2-amine (19.0 g, 124 mmol) dissolved in ethanol (130 mL) was added. Hydrazine (15.41 ml, 496 mmol) was added to the above solution dropwise over a period of 20 minutes with continuous stirring. The reaction was exothermic, and H2 gas evolved during the reaction. The reaction mixture was stirred at ro...